From a dataset of the Open Reaction Database (ORD), a public repository of structured organic reaction records. describe an organic reaction: reactants, conditions, products, and yield Run at temperature 150 celsius. Starting materials: CC1=C(N)C=CC(=C1)Cl (2-Methyl-4-chloroaniline), diethyl acetal, BrC(C=O)C (2-bromopropionaldehyde), C([O-])([O-])=O.[Na+].[Na+] (sodium carbonate). As a reaction SMILES: [CH3:1][C:2]1[CH:8]=[C:7]([Cl:9])[CH:6]=[CH:5][C:3]=1[NH2:4].Br[CH:11]([CH3:14])[CH:12]=[O:13].C(=O)([O-])[O-].[Na+].[Na+]>>[CH3:1][C:2]1[CH:8]=[C:7]([Cl:9])[CH:6]=[CH:5][C:3]=1[NH:4][CH2:14][CH2:11][CH:12]=[O:13] |f:2.3.4|. Reported procedure: 2-Methyl-4-chloroaniline (1.0 mole), the diethyl acetal of 2-bromopropionaldehyde (1.0 mole) and sodium carbonate (1.0 mole) are charged into a glass reaction vessel equipped with a mechanical stirrer, thermometer and reflux condenser. The mixture is heated at a temperature of about 150°C for a period of about 24 hours. After this time the reaction mixture is cooled to room temperature and is filtered. The filtrate is then distilled under vacuum to yield the desired product the diethyl acetal of... Yields the product diethyl acetal, CC1=C(NCCC=O)C=CC(=C1)Cl (3-(2-methyl-4-chloroanilino)propionaldehyde). The reactants are CCOC(=O)N1CCC(OC(c2ccccc2)c2ccccc2)CC1, CC(C)O, Cl, [K+], [OH-]. Product: Cl, c1ccc(C(OC2CCNCC2)c2ccccc2)cc1. As a reaction SMILES: [CH2:1]([O:2][C:3](=[O:4])[N:6]1[CH2:7][CH2:8][CH:9]([O:12][CH:13]([c:14]2[cH:15][cH:16][cH:17][cH:18][cH:19]2)[c:20]2[cH:21][cH:22][cH:23][cH:24][cH:25]2)[CH2:10][CH2:11]1)[CH3:5].[CH:29]([OH:30])([CH3:31])[CH3:32].[ClH:28].[K+:27].[OH-:26]>>[ClH:28].[NH:6]1[CH2:7][CH2:8][CH:9]([O:12][CH:13]([c:14]2[cH:15][cH:16][cH:17][cH:18][cH:19]2)[c:20]2[cH:21][cH:22][cH:23][cH:24][cH:25]2)[CH2:10][CH2:11]1. The reactants are CCO, CCCOC(=O)C(OC)C(=O)Nc1cc(Cl)cc(Cl)c1, [K+], [OH-], O. The product is COC(C(=O)[O-])C(=O)Nc1cc(Cl)cc(Cl)c1, [K+]. RXN SMILES: [CH3:24][CH2:25][OH:26].[Cl:1][c:2]1[cH:3][c:4]([NH:9][C:10]([CH:11]([C:12](=[O:13])[O:14][CH2:15][CH2:16][CH3:17])[O:18][CH3:19])=[O:20])[cH:5][c:6]([Cl:8])[cH:7]1.[K+:22].[OH-:21].[OH2:23]>>[Cl:1][c:2]1[cH:3][c:4]([NH:9][C:10]([CH:11]([C:12](=[O:13])[O-:14])[O:18][CH3:19])=[O:20])[cH:5][c:6]([Cl:8])[cH:7]1.[K+:22]. Starting materials: CCCCN(CCCC)CCCC, CN(C)C=O, C#CCCCC, COC(=O)c1ccc2nc(C)n(Cc3ccc(I)cc3Cl)c2n1, [Cu]I, CC(=O)[O-], CC(=O)[O-], [Pd+2], c1ccc(P(c2ccccc2)c2ccccc2)cc1. Product: CCCCC#Cc1ccc(Cn2c(C)nc3ccc(C(=O)OC)nc32)c(Cl)c1. RXN SMILES: [CH3:49][CH2:50][CH2:51][CH2:52][N:53]([CH2:54][CH2:55][CH2:56][CH3:57])[CH2:58][CH2:59][CH2:60][CH3:61].[CH3:73][N:74]([CH3:75])[CH:76]=[O:77].[CH:24]#[C:25][CH2:26][CH2:27][CH2:28][CH3:29].[Cl:1][c:2]1[c:3]([CH2:4][n:5]2[c:6]([CH3:18])[n:7][c:8]3[c:9]2[n:10][c:11]([C:14](=[O:15])[O:16][CH3:17])[cH:12][cH:13]3)[cH:19][cH:20][c:21]([I:23])[cH:22]1.[Cu:71][I:72].[O-:63][C:64]([CH3:65])=[O:66].[O-:67][C:68]([CH3:69])=[O:70].[Pd+2:62].[c:30]1([P:31]([c:32]2[cH:33][cH:34][cH:35][cH:36][cH:37]2)[c:38]2[cH:39][cH:40][cH:41][cH:42][cH:43]2)[cH:44][cH:45][cH:46][cH:47][cH:48]1>>[Cl:1][c:2]1[c:3]([CH2:4][n:5]2[c:6]([CH3:18])[n:7][c:8]3[c:9]2[n:10][c:11]([C:14](=[O:15])[O:16][CH3:17])[cH:12][cH:13]3)[cH:19][cH:20][c:21]([C:24]#[C:25][CH2:26][CH2:27][CH2:28][CH3:29])[cH:22]1. Starting materials: N(=NC(=O)N1CCCCC1)C(=O)N1CCCCC1 (1,1′-(azodicarbonyl)dipiperidine), OC(CC=C)C1=CC=C(C#N)C=C1 (4-(1-hydroxy-3-butenyl)benzonitrile), O1C(CCCC1)OC1=CC=C(C=C1)O (4-(tetrahydro-2H-pyran-2-yloxy)phenol), C(CCC)P(CCCC)CCCC (tributylphosphine). Run in C1CCOC1 (THF). Reaction conditions: temperature 0 celsius, time 10 minute. The product is O1C(CCCC1)OC1=CC=C(OC(CC=C)C2=CC=C(C#N)C=C2)C=C1 (4-{1-[4-(Tetrahydro-2H-pyran-2-yloxy)phenoxy]-3-butenyl}benzonitrile). The yield is 46.2%. Reaction SMILES: [OH:1][CH:2]([C:6]1[CH:13]=[CH:12][C:9]([C:10]#[N:11])=[CH:8][CH:7]=1)[CH2:3][CH:4]=[CH2:5].[O:14]1[CH2:19][CH2:18][CH2:17][CH2:16][CH:15]1[O:20][C:21]1[CH:26]=[CH:25][C:24](O)=[CH:23][CH:22]=1.C(P(CCCC)CCCC)CCC.N(C(N1CCCCC1)=O)=NC(N1CCCCC1)=O>C1COCC1>[O:14]1[CH2:19][CH2:18][CH2:17][CH2:16][CH:15]1[O:20][C:21]1[CH:26]=[CH:25][C:24]([O:1][CH:2]([C:6]2[CH:7]=[CH:8][C:9]([C:10]#[N:11])=[CH:12][CH:13]=2)[CH2:3][CH:4]=[CH2:5])=[CH:23][CH:22]=1. Procedure: A cooled (0° C.) mixture of 4-(1-hydroxy-3-butenyl)benzonitrile (4.93 g, 28.5 mmol) and 4-(tetrahydro-2H-pyran-2-yloxy)phenol (8.3 g, 42.7 mmol) in dry THF (200 mL) was treated with tributylphosphine (8.85 mL, 42.7 mmol), followed by 1,1′-(azodicarbonyl)dipiperidine (10.77 g, 42.7 mmol). After addition was complete, the reaction mixture was stirred at 0° C. for 10 min, before being stirred at rt overnight. The precipitate of tributylphosphine oxide was removed by filtration and the filtrate was ... The reactants are BrC1=CC=C(C=O)C=C1 (4-bromobenzaldehyde), C(C)B(C=1C=NC=CC1)CC (diethyl(3-pyridyl)borane), C([O-])([O-])=O.[Na+].[Na+] (sodium carbonate). Reagents/catalysts: C=1C=CC(=CC1)[P](C=2C=CC=CC2)(C=3C=CC=CC3)[Pd]([P](C=4C=CC=CC4)(C=5C=CC=CC5)C=6C=CC=CC6)([P](C=7C=CC=CC7)(C=8C=CC=CC8)C=9C=CC=CC9)[P](C=1C=CC=CC1)(C=1C=CC=CC1)C=1C=CC=CC1 (tetrakis(triphenylphosphine)palladium). Solvent: C1(=CC=CC=C1)C (toluene), C(C)(=O)OCC (ethyl acetate). The product is N1=CC(=CC=C1)C1=CC=C(C=O)C=C1 (4-(pyridin-3-yl)benzaldehyde). The yield is 72.3%. As a reaction SMILES: Br[C:2]1[CH:9]=[CH:8][C:5]([CH:6]=[O:7])=[CH:4][CH:3]=1.C(B(CC)[C:13]1[CH:14]=[N:15][CH:16]=[CH:17][CH:18]=1)C.C(=O)([O-])[O-].[Na+].[Na+]>C1(C)C=CC=CC=1.C(OCC)(=O)C.C1C=CC([P]([Pd]([P](C2C=CC=CC=2)(C2C=CC=CC=2)C2C=CC=CC=2)([P](C2C=CC=CC=2)(C2C=CC=CC=2)C2C=CC=CC=2)[P](C2C=CC=CC=2)(C2C=CC=CC=2)C2C=CC=CC=2)(C2C=CC=CC=2)C2C=CC=CC=2)=CC=1>[N:15]1[CH:16]=[CH:17][CH:18]=[C:13]([C:2]2[CH:9]=[CH:8][C:5]([CH:6]=[O:7])=[CH:4][CH:3]=2)[CH:14]=1 |f:2.3.4,^1:43,45,64,83|. Procedure details: A mixture of 4-bromobenzaldehyde (2 g, 10.8 mmol), diethyl(3-pyridyl)borane (1.75 g, 11.9 mmol), tetrakis(triphenylphosphine)palladium (375 mg, 0.32 mmol), and 2N sodium carbonate aqueous solution(10.8 ml, 21.6 mmol) in toluene (40 ml) was heated under reflux under a nitrogen atmosphere overnight. The reaction mixture was allowed to return to room temperature and diluted with ethyl acetate. The mixture was washed with water and brine, and dried over sodium sulfate. After filtration, the filtrate... Starting materials: CCN(C(C)C)C(C)C (DIEA), COC1=CC=C2CCC(CC2=C1)N (7-methoxy-1,2,3,4-tetrahydronapthalen-2-ylamine), C(C)(=O)Cl (Acetyl chloride). Solvent: C(Cl)Cl (CH2Cl2), C(Cl)Cl (CH2Cl2). Run at temperature 0 celsius, time 18 hour. Product: COC1=CC=C2CCC(CC2=C1)NC(C)=O (N-(7-methoxy-1,2,3,4-tetrahydronaphthalen-2-yl)-acetamide). RXN SMILES: [CH3:1][O:2][C:3]1[CH:12]=[C:11]2[C:6]([CH2:7][CH2:8][CH:9]([NH2:13])[CH2:10]2)=[CH:5][CH:4]=1.CCN(C(C)C)C(C)C.[C:23](Cl)(=[O:25])[CH3:24]>C(Cl)Cl>[CH3:1][O:2][C:3]1[CH:12]=[C:11]2[C:6]([CH2:7][CH2:8][CH:9]([NH:13][C:23](=[O:25])[CH3:24])[CH2:10]2)=[CH:5][CH:4]=1. Procedure: To a stirred suspension of 7-methoxy-1,2,3,4-tetrahydronapthalen-2-ylamine (2.54 g; 14.3 mmol) in CH2Cl2 (20 mL) was added DIEA (3.4 mL) and the reaction mixture was cooled to 0° C. Acetyl chloride (1.22 mL; 17.1 mmol) was added dropwise at 0° C. and the reaction was allowed to warm to room temperature, then stirred for 18 h. The reaction mixture was diluted with CH2Cl2, washed with H2O, dried over Na2SO4, filtered and the solvent removed under reduced pressure to yield a crude solid. Purificati... Reactants: Oc1ccc(Br)cc1, O=C([O-])[O-], CCCBr, CC(C)=O, [I-], [K+], [K+], [K+]. Yields the product CCCOc1ccc(Br)cc1. As a reaction SMILES: [Br:1][c:2]1[cH:3][cH:4][c:5]([OH:8])[cH:6][cH:7]1.[C:11](=[O:12])([O-:13])[O-:14].[CH2:17]([CH2:18][CH3:19])[Br:20].[CH3:21][C:22](=[O:23])[CH3:24].[I-:10].[K+:15].[K+:16].[K+:9]>>[Br:1][c:2]1[cH:3][cH:4][c:5]([O:8][CH2:17][CH2:18][CH3:19])[cH:6][cH:7]1.